Dataset: the Open Reaction Database (ORD), a public repository of structured organic reaction records. Task: describe an organic reaction: reactants, conditions, products, and yield The reactants are BrC1=CC=2N3C4=C(C=C(C=C4SC2C=C1)O)C(C(=C3)CC=3C=NC=CC3)=O (10-bromo-5-hydroxy-2-(3-pyridylmethyl)-3H-pyrido[3,2,1-kl]phenothiazin-3-one), BrCCCO (3-bromopropanol). Product: BrC1=CC=2N3C4=C(C=C(C=C4SC2C=C1)OCCCO)C(C(=C3)CC=3C=NC=CC3)=O (10-bromo-5-(3-hydroxypropyloxy)-2-(3-pyridylmethyl)-3H-pyrido[3,2,1-kl]phenothiazin-3-one). Yield: 73.0%. Reaction SMILES: [Br:1][C:2]1[CH:15]=[CH:14][C:13]2[S:12][C:11]3[C:6]4=[C:7]([C:17](=[O:27])[C:18]([CH2:20][C:21]5[CH:22]=[N:23][CH:24]=[CH:25][CH:26]=5)=[CH:19][N:5]4[C:4]=2[CH:3]=1)[CH:8]=[C:9]([OH:16])[CH:10]=3.Br[CH2:29][CH2:30][CH2:31][OH:32]>>[Br:1][C:2]1[CH:15]=[CH:14][C:13]2[S:12][C:11]3[C:6]4=[C:7]([C:17](=[O:27])[C:18]([CH2:20][C:21]5[CH:22]=[N:23][CH:24]=[CH:25][CH:26]=5)=[CH:19][N:5]4[C:4]=2[CH:3]=1)[CH:8]=[C:9]([O:16][CH2:29][CH2:30][CH2:31][OH:32])[CH:10]=3. Reported procedure: According to Example 34, the compound (300 mg) produced in Example 37 was reacted with 3-bromopropanol (78 μL) to obtain the title compound (210 mg; 73%).